Dataset: the Open Reaction Database (ORD), a public repository of structured organic reaction records. Task: describe an organic reaction: reactants, conditions, products, and yield The reactants are OC1CN(CCC1C1=CC=C(C=C1)OCCCOCC1=C(C=CC=C1)OC)C(=O)OC(C)(C)C (tert-butyl 3-hydroxy-4-{4-[3-(2-methoxybenzyloxy)propoxy]phenyl}piperidine-1-carboxylate), BrC(C(=O)OCC)C (ethyl 2-bromopropionate). Product: C(C)OC(=O)C(C)OC1CN(CCC1C1=CC=C(C=C1)OCCCOCC1=C(C=CC=C1)OC)C(=O)OC(C)(C)C (tert-Butyl 3-(1(R,S)-ethoxycarbonylethoxy)-4-{4-[3-(2-methoxybenzyloxy)propoxy]-phenyl}piperidine-1-carboxylate). As a reaction SMILES: [OH:1][CH:2]1[CH:7]([C:8]2[CH:13]=[CH:12][C:11]([O:14][CH2:15][CH2:16][CH2:17][O:18][CH2:19][C:20]3[CH:25]=[CH:24][CH:23]=[CH:22][C:21]=3[O:26][CH3:27])=[CH:10][CH:9]=2)[CH2:6][CH2:5][N:4]([C:28]([O:30][C:31]([CH3:34])([CH3:33])[CH3:32])=[O:29])[CH2:3]1.Br[CH:36]([CH3:42])[C:37]([O:39][CH2:40][CH3:41])=[O:38]>>[CH2:40]([O:39][C:37]([CH:36]([O:1][CH:2]1[CH:7]([C:8]2[CH:13]=[CH:12][C:11]([O:14][CH2:15][CH2:16][CH2:17][O:18][CH2:19][C:20]3[CH:25]=[CH:24][CH:23]=[CH:22][C:21]=3[O:26][CH3:27])=[CH:10][CH:9]=2)[CH2:6][CH2:5][N:4]([C:28]([O:30][C:31]([CH3:34])([CH3:33])[CH3:32])=[O:29])[CH2:3]1)[CH3:42])=[O:38])[CH3:41]. Reported procedure: Analogously to Method D, 0.5 g of tert-butyl 3-hydroxy-4-{4-[3-(2-methoxybenzyloxy)propoxy]phenyl}piperidine-1-carboxylate and 0.15 ml of ethyl 2-bromopropionate are reacted. The title compound is obtained as a slightly yellowish oil. Rf=0.40 (1:1 EtOAc-heptane); Rt=5.93/6.0. The product is C(=O)C1=CC(=CC(=C1)C=O)C=O (1,3,5-Triformyl Benzene). Reactants: OCC1=CC(=CC(=C1)CO)CO (1,3,5-Tris(hydroxymethyl)benzene), C=1C=C[NH+]=CC1.[O-][Cr](=O)(=O)Cl (PCC), CO (MeOH). RXN SMILES: [OH:1][CH2:2][C:3]1[CH:8]=[C:7]([CH2:9][OH:10])[CH:6]=[C:5]([CH2:11][OH:12])[CH:4]=1.C1C=C[NH+]=CC=1.[O-][Cr](Cl)(=O)=O.CO>C(Cl)Cl.CC(C)=O>[CH:9]([C:7]1[CH:6]=[C:5]([CH:11]=[O:12])[CH:4]=[C:3]([CH:2]=[O:1])[CH:8]=1)=[O:10] |f:1.2|. The solvent is C(Cl)Cl (CH2Cl2), C(Cl)Cl (CH2Cl2), C(Cl)Cl (CH2Cl2), CC(=O)C (acetone). The yield is 32.8%. Procedure details: 1,3,5-Tris(hydroxymethyl)benzene 15 (927 mg, 5.12 mmol) was suspended in CH2Cl2 (25 mL) and solid PCC (5.94 g, 27.6 mmol) was added. After 30 minutes of stirring, the reaction was diluted with acetone (10 mL) and was allowed to stir for 3 hr at RT. TLC (10% MeOH, 90% CH2Cl2 Rf=0.50) was used to determine if the reaction was complete. After the reaction was complete, the precipitated chromium salts were filtered off and washed with CH2Cl2. The aqueous layer was extracted 3 times in CH2Cl2 and sat... Reaction conditions: time 30 minute.